This data is from the Open Reaction Database (ORD), a public repository of structured organic reaction records. The task is: describe an organic reaction: reactants, conditions, products, and yield Starting materials: Ice water, BrCCC1CC(NC2=CC=CC=C12)=O (4-(2-bromoethyl)-3,4-dihydro-2(1H)-quinolinone), N1CCC(CC1)C1=CNC2=CC=CC=C12 (3-(4-piperidinyl)-1H-indole), C(O)([O-])=O.[Na+] (sodium hydrogencarbonate). Solvent: CN(C=O)C (dimethylformamide). Product: N1C=C(C2=CC=CC=C12)C1CCN(CC1)CCC1CC(NC2=CC=CC=C12)=O (3,4-dihydro-4-[2-[4-(1H-indol-3-yl)-1-piperidinyl]ethyl]-2(1H)-quinolinone). The yield is 73.4%. RXN SMILES: Br[CH2:2][CH2:3][CH:4]1[C:13]2[C:8](=[CH:9][CH:10]=[CH:11][CH:12]=2)[NH:7][C:6](=[O:14])[CH2:5]1.[NH:15]1[CH2:20][CH2:19][CH:18]([C:21]2[C:29]3[C:24](=[CH:25][CH:26]=[CH:27][CH:28]=3)[NH:23][CH:22]=2)[CH2:17][CH2:16]1.C(=O)([O-])O.[Na+]>CN(C)C=O>[NH:23]1[C:24]2[C:29](=[CH:28][CH:27]=[CH:26][CH:25]=2)[C:21]([CH:18]2[CH2:19][CH2:20][N:15]([CH2:2][CH2:3][CH:4]3[C:13]4[C:8](=[CH:9][CH:10]=[CH:11][CH:12]=4)[NH:7][C:6](=[O:14])[CH2:5]3)[CH2:16][CH2:17]2)=[CH:22]1 |f:2.3|. Procedure details: A suspension of 4-(2-bromoethyl)-3,4-dihydro-2(1H)-quinolinone (II'-1) (500 mg, 1.97 mmol),3-(4-piperidinyl)-1H-indole (394.5 mg, 1.97 mmol) and sodium hydrogencarbonate (248.7 mg, 2.96 mmol) in dry dimethylformamide (5 ml) was allowed to react at 90 ° C. for 4 hours. Ice-water (50 ml) was poured into the reaction mixture and then the separated solid was filtered by aspiration. The residue was washed with water and dissolved in chloroform (50 ml). The solution was dried (anhydrous magnesium sulf... The reactants are CC1=C(C(=CC=C1)C)O (2,6-dimethylphenol), [O-2].[Pr+3].[O-2].[O-2].[Pr+3] (praseodymium oxide), [H][H] (hydrogen), N (ammonia). Reagents/catalysts: [Pd] (palladium). Run at temperature 250 celsius. Yields the product CC1C(C(CCC1)C)N (2,6-dimethylcyclohexylamine). The yield is 98.5%. Reaction SMILES: [CH3:1][C:2]1[CH:7]=[CH:6][CH:5]=[C:4]([CH3:8])[C:3]=1O.[O-2].[Pr+3].[O-2].[O-2].[Pr+3].[NH3:15].[H][H]>[Pd]>[CH3:1][CH:2]1[CH2:7][CH2:6][CH2:5][CH:4]([CH3:8])[CH:3]1[NH2:15] |f:1.2.3.4.5|. Procedure details: 1,650 parts by weight of 2,6-dimethylphenol and 150 parts by weight of a pulverulent catalyst containing 10.0% by weight of palladium and 5.0% by weight of praseodymium oxide on aluminum oxide were introduced into a stirred autoclave having a capacity of 10,000 parts by volume. The autoclave was closed and 1,370 parts by weight of ammonia were forced in. The autoclave was then heated to 250° C. and hydrogen was introduced to bring the pressure to 300 bar. The autoclave was kept at the reaction t...